Dataset: the Open Reaction Database (ORD), a public repository of structured organic reaction records. Task: describe an organic reaction: reactants, conditions, products, and yield Starting materials: CC#N, O=C(Cl)Oc1ccc([N+](=O)[O-])cc1, CN(CC(N)CC1CCCOC1)C(=O)OCC[Si](C)(C)C, [Na+], O=C([O-])O. RXN SMILES: [CH3:40][C:41]#[N:42].[Cl:22][C:23](=[O:24])[O:25][c:26]1[cH:27][cH:28][c:29]([N+:32](=[O:33])[O-:34])[cH:30][cH:31]1.[NH2:1][CH:2]([CH2:3][N:4]([C:5]([O:6][CH2:7][CH2:8][Si:9]([CH3:10])([CH3:11])[CH3:12])=[O:13])[CH3:14])[CH2:15][CH:16]1[CH2:17][O:18][CH2:19][CH2:20][CH2:21]1.[Na+:39].[O-:35][C:36]([OH:37])=[O:38]>>[NH:1]([CH:2]([CH2:3][N:4]([C:5]([O:6][CH2:7][CH2:8][Si:9]([CH3:10])([CH3:11])[CH3:12])=[O:13])[CH3:14])[CH2:15][CH:16]1[CH2:17][O:18][CH2:19][CH2:20][CH2:21]1)[C:23](=[O:24])[O:25][c:26]1[cH:27][cH:28][c:29]([N+:32](=[O:33])[O-:34])[cH:30][cH:31]1. The product is CN(CC(CC1CCCOC1)NC(=O)Oc1ccc([N+](=O)[O-])cc1)C(=O)OCC[Si](C)(C)C. Reactants: CN(CCNC1=NC(=CC(=C1)C(F)(F)F)Cl)C (2-(2-dimethylaminoethylamino)-4-trifluoromethyl-6-chloropyridine), palladium-on-calcium carbonate, [H][H] (hydrogen), [H][H] (hydrogen). The solvent is [OH-].[K+] (potassium hydroxide), CO (methanol). The product is CN(CCNC1=NC=CC(=C1)C(F)(F)F)C (2-(2-Dimethylaminoethylamino)-4-trifluoromethylpyridine). RXN SMILES: [CH3:1][N:2]([CH3:17])[CH2:3][CH2:4][NH:5][C:6]1[CH:11]=[C:10]([C:12]([F:15])([F:14])[F:13])[CH:9]=[C:8](Cl)[N:7]=1.[H][H]>[OH-].[K+].CO>[CH3:1][N:2]([CH3:17])[CH2:3][CH2:4][NH:5][C:6]1[CH:11]=[C:10]([C:12]([F:15])([F:13])[F:14])[CH:9]=[CH:8][N:7]=1 |f:2.3|. Procedure: A solution of 2-(2-dimethylaminoethylamino)-4-trifluoromethyl-6-chloropyridine (5.8 g., 0.022 mole) (from Example 53 Part A) in 2.5% potassium hydroxide in methanol (75 ml.) containing 5% palladium-on-calcium carbonate (0.5 g.) in hydrogenated in a Parr apparatus at 50 psi of hydrogen until 0.022 mole of hydrogen is taken up (24 hours). The catalyst is filtered and the solvent removed under vacuum. The residue is dissolved in water and the product is extracted into methylene chloride, dried over... Reactants: N-Aryl-benzenesulfonamides, NC1=C(C=C(C=C1)Cl)C(=O)C1=CC=CC=C1 ((2-amino-5-chloro-phenyl)-phenyl-methanone), C(C)(C)(C)C1=CC=C(C=C1)S(=O)(=O)Cl (4-tert-Butyl-benzenesulfonyl chloride). The product is C(C1=CC=CC=C1)(=O)C1=C(C=CC(=C1)Cl)NS(=O)(=O)C1=CC=C(C=C1)C(C)(C)C (N-(2-Benzoyl-4-chloro-phenyl)-4-tert-butyl-benzenesulfonamide). Reaction SMILES: [NH2:1][C:2]1[CH:7]=[CH:6][C:5]([Cl:8])=[CH:4][C:3]=1[C:9]([C:11]1[CH:16]=[CH:15][CH:14]=[CH:13][CH:12]=1)=[O:10].[C:17]([C:21]1[CH:26]=[CH:25][C:24]([S:27](Cl)(=[O:29])=[O:28])=[CH:23][CH:22]=1)([CH3:20])([CH3:19])[CH3:18]>>[C:9]([C:3]1[CH:4]=[C:5]([Cl:8])[CH:6]=[CH:7][C:2]=1[NH:1][S:27]([C:24]1[CH:25]=[CH:26][C:21]([C:17]([CH3:20])([CH3:19])[CH3:18])=[CH:22][CH:23]=1)(=[O:29])=[O:28])(=[O:10])[C:11]1[CH:12]=[CH:13][CH:14]=[CH:15][CH:16]=1. Reported procedure: The title compound was prepared according to the general procedure for the synthesis of N-Aryl-benzenesulfonamides previously described using 115 mg of (2-amino-5-chloro-phenyl)-phenyl-methanone and 116 mg of 4-tert-Butyl-benzenesulfonyl chloride. 1H-NMR (400 MHz, CDCl3): δ 1.21 (s, 9H), 7.28-7.34 (m, 3H), 7.37-7.44 (m, 4H), 7.48 (dd, 1H, J=8.8, 2.4 Hz), 7.54-7.62 (m, 3H), 7.78 (d, 1H, J=8.8 Hz), 9.89 (s, 1H). MS: m/z 428.9 (M++1). Starting materials: CCOCCn1c(N2CCCN(CCC3(c4ccccc4)CCNC3)CC2)nc2ccccc21, COCCOc1ccc(OC)c(C(=O)O)c1, CCN=C=NCCCN(C)C, ClCCl, Cl, Cl, O, On1nnc2ccccc21. Product: CCOCCn1c(N2CCCN(CCC3(c4ccccc4)CCN(C(=O)c4cc(OCCOC)ccc4OC)C3)CC2)nc2ccccc21. As a reaction SMILES: [CH2:3]([CH3:4])[O:5][CH2:6][CH2:7][n:8]1[c:9]([N:17]2[CH2:18][CH2:19][N:20]([CH2:24][CH2:25][C:26]3([c:31]4[cH:32][cH:33][cH:34][cH:35][cH:36]4)[CH2:27][NH:28][CH2:29][CH2:30]3)[CH2:21][CH2:22][CH2:23]2)[n:10][c:11]2[c:12]1[cH:13][cH:14][cH:15][cH:16]2.[CH3:37][O:38][c:39]1[c:40]([C:41](=[O:42])[OH:43])[cH:44][c:45]([O:48][CH2:49][CH2:50][O:51][CH3:52])[cH:46][cH:47]1.[CH3:53][N:54]([CH3:55])[CH2:56][CH2:57][CH2:58][N:59]=[C:60]=[N:61][CH2:62][CH3:63].[Cl:75][CH2:76][Cl:77].[ClH:1].[ClH:2].[OH2:64].[OH:65][n:66]1[c:67]2[cH:68][cH:69][cH:70][cH:71][c:72]2[n:73][n:74]1>>[CH2:3]([CH3:4])[O:5][CH2:6][CH2:7][n:8]1[c:9]([N:17]2[CH2:18][CH2:19][N:20]([CH2:24][CH2:25][C:26]3([c:31]4[cH:32][cH:33][cH:34][cH:35][cH:36]4)[CH2:27][N:28]([C:41]([c:40]4[c:39]([O:38][CH3:37])[cH:47][cH:46][c:45]([O:48][CH2:49][CH2:50][O:51][CH3:52])[cH:44]4)=[O:42])[CH2:29][CH2:30]3)[CH2:21][CH2:22][CH2:23]2)[n:10][c:11]2[c:12]1[cH:13][cH:14][cH:15][cH:16]2. Starting materials: O (water), resultant mixture, C(C)OC(C(C)OCCCCCCCCCCCC)=O ((-)-ethyl-2-dodecyloxypropionate), [H-].[H-].[H-].[H-].[Li+].[Al+3] (LiAlH4), OS(=O)(=O)O (H2SO4). Solvent: CCOCC (ether), CCOCC (ether). Run at time 4 hour. The product is C(CCCCCCCCCCC)OC(CO)C (2-Dodecyloxypropanol). Reaction SMILES: [H-].[H-].[H-].[H-].[Li+].[Al+3].C([O:9][C:10](=O)[CH:11]([O:13][CH2:14][CH2:15][CH2:16][CH2:17][CH2:18][CH2:19][CH2:20][CH2:21][CH2:22][CH2:23][CH2:24][CH3:25])[CH3:12])C.O.OS(O)(=O)=O>CCOCC>[CH2:14]([O:13][CH:11]([CH3:12])[CH2:10][OH:9])[CH2:15][CH2:16][CH2:17][CH2:18][CH2:19][CH2:20][CH2:21][CH2:22][CH2:23][CH2:24][CH3:25] |f:0.1.2.3.4.5|. Procedure: 1.9 g of LiAlH4 was added to 70 ml ether and the mixture was stirred for 4 hours. To the resultant mixture was added dropwise a solution of 16.5 g of (-)-ethyl-2-dodecyloxypropionate dissolved in 10 ml of ether. After completion of the dropwise addition, stirring was continued for 15 minutes. 50 ml of deionized water was added, and further 50 ml of 10% aqueous H2SO4 was added. The ether layer was separated and dried over anhydrous MgSO4. After drying, ether was evaporated. Yield: 12.0 g. Optical... Starting materials: CCOC(=O)CCN(C)C(=O)c1ccc(NC(CC(C)C)c2cc(-c3ccc(OC)cc3)oc2C)cc1, CCO, [Li+], C1CCOC1, [OH-]. Yields the product COc1ccc(-c2cc(C(CC(C)C)Nc3ccc(C(=O)N(C)CCC(=O)O)cc3)c(C)o2)cc1. Reaction SMILES: [CH3:1][O:2][c:3]1[cH:4][cH:5][c:6](-[c:9]2[cH:10][c:11]([CH:15]([CH2:16][CH:17]([CH3:18])[CH3:19])[NH:20][c:21]3[cH:22][cH:23][c:24]([C:27](=[O:28])[N:29]([CH2:30][CH2:31][C:32](=[O:33])[O:34][CH2:35][CH3:36])[CH3:37])[cH:25][cH:26]3)[c:12]([CH3:14])[o:13]2)[cH:7][cH:8]1.[CH3:45][CH2:46][OH:47].[Li+:43].[O:38]1[CH2:39][CH2:40][CH2:41][CH2:42]1.[OH-:44]>>[CH3:1][O:2][c:3]1[cH:4][cH:5][c:6](-[c:9]2[cH:10][c:11]([CH:15]([CH2:16][CH:17]([CH3:18])[CH3:19])[NH:20][c:21]3[cH:22][cH:23][c:24]([C:27](=[O:28])[N:29]([CH2:30][CH2:31][C:32](=[O:33])[OH:34])[CH3:37])[cH:25][cH:26]3)[c:12]([CH3:14])[o:13]2)[cH:7][cH:8]1. Starting materials: COC(=O)c1cccc(C(=O)O)c1, ClCCl, CCc1nc2c(cnn2CC)c(NC2CCOCC2)c1CN. Yields the product CCc1nc2c(cnn2CC)c(NC2CCOCC2)c1CNC(=O)c1cccc(C(=O)OC)c1. As a reaction SMILES: [CH3:1][O:2][C:3](=[O:4])[c:5]1[cH:6][c:7]([C:8](=[O:9])[OH:10])[cH:11][cH:12][cH:13]1.[Cl:36][CH2:37][Cl:38].[NH2:14][CH2:15][c:16]1[c:17]([NH:29][CH:30]2[CH2:31][CH2:32][O:33][CH2:34][CH2:35]2)[c:18]2[c:19]([n:20][c:21]1[CH2:22][CH3:23])[n:24]([CH2:27][CH3:28])[n:25][cH:26]2>>[CH3:1][O:2][C:3](=[O:4])[c:5]1[cH:6][c:7]([C:8](=[O:10])[NH:14][CH2:15][c:16]2[c:17]([NH:29][CH:30]3[CH2:31][CH2:32][O:33][CH2:34][CH2:35]3)[c:18]3[c:19]([n:20][c:21]2[CH2:22][CH3:23])[n:24]([CH2:27][CH3:28])[n:25][cH:26]3)[cH:11][cH:12][cH:13]1. Reported procedure: Activated Raney nickel (a portion of spatula) was added to a suspension of 6-(4-fluoro-phenyl)-2-m-tolyloxymethyl-6H-imidazo[1,2-c]pyrimidin-5-one (70 mg, 0.2 mmol) in MeOH (20 mL). The mixture was hydrogenated at RT under H2 atmosphere for 3 days. The mixture was filtered through a pad of diatomaceous earth and the solvents were evaporated in vacuo. The crude product was purified by flash column chromatography (silica; AcOEt in DCM with a gradient of 50/50 to 75/25). The desired fractions were ... Yields the product FC1=CC=C(C=C1)N1C(N2C(CC1)=NC(=C2)COC=2C=C(C=CC2)C)=O (6-(4-fluoro-phenyl)-2-m-tolyloxymethyl-7,8-dihydro-6H-imidazo[1,2-c]pyrimidin-5-one). Run in CO (MeOH). Yield: 48.4%. Reagents/catalysts: [Ni] (Raney nickel). Reaction conditions: time 3 day. Reaction SMILES: [F:1][C:2]1[CH:7]=[CH:6][C:5]([N:8]2[CH:13]=[CH:12][C:11]3=[N:14][C:15]([CH2:17][O:18][C:19]4[CH:20]=[C:21]([CH3:25])[CH:22]=[CH:23][CH:24]=4)=[CH:16][N:10]3[C:9]2=[O:26])=[CH:4][CH:3]=1>[Ni].CO>[F:1][C:2]1[CH:7]=[CH:6][C:5]([N:8]2[CH2:13][CH2:12][C:11]3=[N:14][C:15]([CH2:17][O:18][C:19]4[CH:20]=[C:21]([CH3:25])[CH:22]=[CH:23][CH:24]=4)=[CH:16][N:10]3[C:9]2=[O:26])=[CH:4][CH:3]=1. Reactants: FC1=CC=C(C=C1)N1C(N2C(C=C1)=NC(=C2)COC=2C=C(C=CC2)C)=O (6-(4-fluoro-phenyl)-2-m-tolyloxymethyl-6H-imidazo[1,2-c]pyrimidin-5-one). The reactants are BrCCCCBr, CN(C)C=O, ClC(Cl)Cl, [H-], O=C1CCCCN1, [Na+]. Product: O=C1CCCCN1CCCCBr. As a reaction SMILES: [Br:10][CH2:11][CH2:12][CH2:13][CH2:14][Br:15].[CH3:20][N:21]([CH3:22])[CH:23]=[O:24].[CH:16]([Cl:17])([Cl:18])[Cl:19].[H-:8].[NH:1]1[C:2](=[O:7])[CH2:3][CH2:4][CH2:5][CH2:6]1.[Na+:9]>>[N:1]1([CH2:14][CH2:13][CH2:12][CH2:11][Br:10])[C:2](=[O:7])[CH2:3][CH2:4][CH2:5][CH2:6]1.